This data is from the Open Reaction Database (ORD), a public repository of structured organic reaction records. The task is: describe an organic reaction: reactants, conditions, products, and yield The reactants are C, COC(=O)C=Cc1cc(C(c2cc(F)ccc2F)S(=O)(=O)c2ccc(C(F)(F)F)cc2)c(Cl)cn1, CCOC(C)=O, CO, [Pd]. Product: COC(=O)CCc1cc(C(c2cc(F)ccc2F)S(=O)(=O)c2ccc(C(F)(F)F)cc2)c(Cl)cn1. As a reaction SMILES: [C:44].[CH3:1][O:2][C:3]([CH:4]=[CH:5][c:6]1[n:7][cH:8][c:9]([Cl:34])[c:10]([CH:12]([S:13](=[O:14])(=[O:15])[c:16]2[cH:17][cH:18][c:19]([C:22]([F:23])([F:24])[F:25])[cH:20][cH:21]2)[c:26]2[c:27]([F:33])[cH:28][cH:29][c:30]([F:32])[cH:31]2)[cH:11]1)=[O:35].[CH3:36][CH2:37][O:38][C:39](=[O:40])[CH3:41].[CH3:42][OH:43].[Pd:45]>>[CH3:1][O:2][C:3]([CH2:4][CH2:5][c:6]1[n:7][cH:8][c:9]([Cl:34])[c:10]([CH:12]([S:13](=[O:14])(=[O:15])[c:16]2[cH:17][cH:18][c:19]([C:22]([F:23])([F:24])[F:25])[cH:20][cH:21]2)[c:26]2[c:27]([F:33])[cH:28][cH:29][c:30]([F:32])[cH:31]2)[cH:11]1)=[O:35]. Starting materials: CCOc1cc(C(C)(C)C)ncc1C1=NC(C)(c2ccc(Cl)cc2)C(C)(c2ccc(Cl)cc2)N1C(=O)N1CCC(CC(=O)O)CC1, CCCCC(C)N. Yields the product CCCCC(C)NC(=O)CC1CCN(C(=O)N2C(c3cnc(C(C)(C)C)cc3OCC)=NC(C)(c3ccc(Cl)cc3)C2(C)c2ccc(Cl)cc2)CC1. Reaction SMILES: [C:1]([CH3:2])([CH3:3])([CH3:4])[c:5]1[cH:6][c:7]([O:44][CH2:45][CH3:46])[c:8]([C:11]2=[N:15][C:14]([CH3:16])([c:17]3[cH:18][cH:19][c:20]([Cl:23])[cH:21][cH:22]3)[C:13]([CH3:24])([c:25]3[cH:26][cH:27][c:28]([Cl:31])[cH:29][cH:30]3)[N:12]2[C:32](=[O:33])[N:34]2[CH2:35][CH2:36][CH:37]([CH2:40][C:41](=[O:42])[OH:43])[CH2:38][CH2:39]2)[cH:9][n:10]1.[NH2:47][CH:48]([CH3:49])[CH2:50][CH2:51][CH2:52][CH3:53]>>[C:1]([CH3:2])([CH3:3])([CH3:4])[c:5]1[cH:6][c:7]([O:44][CH2:45][CH3:46])[c:8]([C:11]2=[N:15][C:14]([CH3:16])([c:17]3[cH:18][cH:19][c:20]([Cl:23])[cH:21][cH:22]3)[C:13]([CH3:24])([c:25]3[cH:26][cH:27][c:28]([Cl:31])[cH:29][cH:30]3)[N:12]2[C:32](=[O:33])[N:34]2[CH2:35][CH2:36][CH:37]([CH2:40][C:41](=[O:43])[NH:47][CH:48]([CH3:49])[CH2:50][CH2:51][CH2:52][CH3:53])[CH2:38][CH2:39]2)[cH:9][n:10]1. Reactants: NC1=NC=CC(=C1)I (2-Amino-4-iodopyridine), COC(N(C)C)OC (N,N-dimethylformamide dimethyl acetal), NOS(=O)(=O)O (hydroxylamine-O-sulfonic acid). The solvent is CO (methanol), CN(C=O)C (N,N-dimethylformamide), N1=CC=CC=C1 (pyridine). Reaction conditions: temperature 130 celsius, time 8 hour. The product is IC1=CC=2N(C=C1)N=CN2 (7-Iodo[1,2,4]triazolo[1,5-α]pyridine). RXN SMILES: [NH2:1][C:2]1[CH:7]=[C:6]([I:8])[CH:5]=[CH:4][N:3]=1.CO[CH:11](OC)[N:12](C)C.NOS(O)(=O)=O>CN(C)C=O.CO.N1C=CC=CC=1>[I:8][C:6]1[CH:5]=[CH:4][N:3]2[N:12]=[CH:11][N:1]=[C:2]2[CH:7]=1. Procedure: To a stirred solution of the product from Step B above (220 mg, 1.00 mmol) in N,N-dimethylformamide (0.5 mL) was added N,N-dimethylformamide dimethyl acetal (0.37 mL, 2.60 mmol). The reaction mixture was heated to 130° C. overnight. After cooling to room temperature, the volatiles were removed under reduced pressure to afford a red oil, which was dissolved in 2.0 mL of methanol and 0.162 mL of pyridine. The solution was cooled in an ice bath and hydroxylamine-O-sulfonic acid (147 mg, 1.30 mmol) ... Starting materials: C(C)(C)(C)C1=CC=C(C=C1)N1C(CCC1C(=O)O)C(=O)O (1-(4-tert-butylphenyl)pyrrolidine-2,5-dicarboxylic acid), C(C)#N (acetonitrile). The solvent is O (H2O). Yields the product C(C)(C)(C)C1=CC=C(C=C1)N1[C@H](CC[C@@H]1C(=O)O)C(=O)O (trans-1-(4-tert-butylphenyl)pyrrolidine-2,5-dicarboxylic acid). Reaction SMILES: [C:1]([C:5]1[CH:10]=[CH:9][C:8]([N:11]2[CH:15]([C:16]([OH:18])=[O:17])[CH2:14][CH2:13][CH:12]2[C:19]([OH:21])=[O:20])=[CH:7][CH:6]=1)([CH3:4])([CH3:3])[CH3:2].C(#N)C>O>[C:1]([C:5]1[CH:6]=[CH:7][C:8]([N:11]2[C@@H:15]([C:16]([OH:18])=[O:17])[CH2:14][CH2:13][C@@H:12]2[C:19]([OH:21])=[O:20])=[CH:9][CH:10]=1)([CH3:4])([CH3:2])[CH3:3]. Reported procedure: The product from Example 214B was subjected to column chromatography on C18 silica gel using a solvent gradient of 10-60% acetonitrile in H2O (0.1% TFA). The title compound was the first of 2 major components to elute. The reactants are OBO, CC(C)(C=CB(O)O)c1ccc(C(F)(F)F)cc1, CCO, Cc1nc(N)nc(N)c1I, [Na]. Product: Cc1nc(N)nc(N)c1C=CC(C)(C)c1ccc(C(F)(F)F)cc1. RXN SMILES: [BH:20]([OH:21])[OH:22].[CH3:1][C:2]([CH:3]=[CH:4][B:5]([OH:6])[OH:7])([CH3:8])[c:9]1[cH:10][cH:11][c:12]([C:15]([F:16])([F:17])[F:18])[cH:13][cH:14]1.[CH3:33][CH2:34][OH:35].[NH2:23][c:24]1[n:25][c:26]([CH3:32])[c:27]([I:31])[c:28]([NH2:30])[n:29]1.[Na:19]>>[CH3:1][C:2]([CH:3]=[CH:4][c:27]1[c:26]([CH3:32])[n:25][c:24]([NH2:23])[n:29][c:28]1[NH2:30])([CH3:8])[c:9]1[cH:10][cH:11][c:12]([C:15]([F:16])([F:17])[F:18])[cH:13][cH:14]1.